This data is from the Open Reaction Database (ORD), a public repository of structured organic reaction records. The task is: describe an organic reaction: reactants, conditions, products, and yield Starting materials: NC1=NC=NN2C1=C(C=C2C2CCN(CC2)C(=O)OC(C)(C)C)C=2C=CC1=CN(N=C1C2)CC2=CC=CC=C2 (tert-butyl 4-[4-amino-5-(2-benzyl-2H-indazol-6-yl)pyrrolo[2,1-f][1,2,4]triazin-7-yl]piperidine-1-carboxylate), FC(C(=O)O)(F)F (trifluoroacetic acid), C(=O)(O)[O-].[Na+] (NaHCO3). Run in ClCCl (dichloromethane). Run at time 17 hour. The product is NC1=NC=NN2C1=CC=C2C=2CCN(CC2)C(=O)OC(C)(C)C (tert-butyl 4-(4-aminopyrrolo[2,1-f][1,2,4]triazin-7-yl)-3,6-dihydropyridine-1(2H)-carboxylate). Isolated yield 152.9%. As a reaction SMILES: [NH2:1][C:2]1[C:7]2=[C:8](C3C=CC4C(C=3)=NN(CC3C=CC=CC=3)C=4)[CH:9]=[C:10]([CH:11]3[CH2:16][CH2:15][N:14]([C:17]([O:19][C:20]([CH3:23])([CH3:22])[CH3:21])=[O:18])[CH2:13][CH2:12]3)[N:6]2[N:5]=[CH:4][N:3]=1.FC(F)(F)C(O)=O.C([O-])(O)=O.[Na+]>ClCCl>[NH2:1][C:2]1[C:7]2=[CH:8][CH:9]=[C:10]([C:11]3[CH2:16][CH2:15][N:14]([C:17]([O:19][C:20]([CH3:23])([CH3:22])[CH3:21])=[O:18])[CH2:13][CH:12]=3)[N:6]2[N:5]=[CH:4][N:3]=1 |f:2.3|. Procedure: To a solution of tert-butyl 4-[4-amino-5-(2-benzyl-2H-indazol-6-yl)pyrrolo[2,1-f][1,2,4]triazin-7-yl]piperidine-1-carboxylate (325 mg, 0.62 mmol) in dichloromethane (3 mL) was added trifluoroacetic acid (1 mL). The reaction was stirred (rt) for 17 h. The mixture was made basic (pH 9) with the addition of saturated aqueous NaHCO3 and the layers were separated. The aqueous phase was back extracted with dichloromethane (2×10 mL) and the combined organics were washed with brine, dried (Na2SO4), and ... Starting materials: S(=O)(=O)(C)Cl (mesyl chloride), NC=1N=C(N2C1C=CC=C2)C(=O)C=2C=C1C(N(C(NC1=CC2)=O)CCC)=O (6-[(1-aminoimidazo(1,5-a)pyridin-3-yl)carbonyl]-3-propylquinazoline-2,4(1H,3H)-dione), CO (methanol). Solvent: N1=CC=CC=C1 (pyridine). Yields the product O=C1NC2=CC=C(C=C2C(N1CCC)=O)C(=O)C1=NC(=C2N1C=CC=C2)NS(=O)(=O)C (N-{3-[(2,4-Dioxo-3-propyl-1,2,3,4-tetrahydroquinazolin-6-yl)carbonyl]imidazo[1,5-a]pyridin-1-yl}methanesulphonamide). Yield: 32.3%. As a reaction SMILES: [S:1](Cl)([CH3:4])(=[O:3])=[O:2].[NH2:6][C:7]1[N:8]=[C:9]([C:16]([C:18]2[CH:19]=[C:20]3[C:25](=[CH:26][CH:27]=2)[NH:24][C:23](=[O:28])[N:22]([CH2:29][CH2:30][CH3:31])[C:21]3=[O:32])=[O:17])[N:10]2[CH:15]=[CH:14][CH:13]=[CH:12][C:11]=12.CO>N1C=CC=CC=1>[O:28]=[C:23]1[N:22]([CH2:29][CH2:30][CH3:31])[C:21](=[O:32])[C:20]2[C:25](=[CH:26][CH:27]=[C:18]([C:16]([C:9]3[N:10]4[CH:15]=[CH:14][CH:13]=[CH:12][C:11]4=[C:7]([NH:6][S:1]([CH3:4])(=[O:3])=[O:2])[N:8]=3)=[O:17])[CH:19]=2)[NH:24]1. Reported procedure: 0.1 ml (1.2 mmol) of mesyl chloride is added, at 0° C. under an inert atmosphere, to 0.25 g (0.4 mmol) of 6-[(1-aminoimidazo(1,5-a)pyridin-3-yl)carbonyl]-3-propylquinazoline-2,4(1H,3H)-dione in 5 ml of pyridine. After the addition of methanol, the reaction medium is concentrated under reduced pressure. The residue is taken up with dichloromethane. The organic phase is washed with a 1N aqueous solution of hydrochloric acid and then with water, dried over sodium sulphate, filtered, and concentrate... The reactants are CO, O=C(O)c1ccc(F)c([N+](=O)[O-])c1. Yields the product COC(=O)c1ccc(F)c([N+](=O)[O-])c1. RXN SMILES: [CH3:14][OH:15].[F:1][c:2]1[c:3]([N+:11](=[O:12])[O-:13])[cH:4][c:5]([C:6](=[O:7])[OH:8])[cH:9][cH:10]1>>[F:1][c:2]1[c:3]([N+:11](=[O:12])[O-:13])[cH:4][c:5]([C:6](=[O:7])[O:8][CH3:14])[cH:9][cH:10]1. Reactants: CC(C)OC(=O)c1noc(C(Cc2ccc3ccccc3c2)N(C)C(=O)C(Cc2ccc3ccccc3c2)NC(=O)OC(C)(C)C)n1, ClCCl, O=C(O)C(F)(F)F. Product: CC(C)OC(=O)c1noc(C(Cc2ccc3ccccc3c2)N(C)C(=O)C(N)Cc2ccc3ccccc3c2)n1. As a reaction SMILES: [CH3:1][CH:2]([CH3:3])[O:4][C:5](=[O:6])[c:7]1[n:8][o:9][c:10]([CH:12]([CH2:13][c:14]2[cH:15][c:16]3[cH:17][cH:18][cH:19][cH:20][c:21]3[cH:22][cH:23]2)[N:24]([CH3:25])[C:26]([CH:27]([CH2:28][c:29]2[cH:30][c:31]3[cH:32][cH:33][cH:34][cH:35][c:36]3[cH:37][cH:38]2)[NH:39][C:40]([O:41][C:42]([CH3:43])([CH3:44])[CH3:45])=[O:46])=[O:47])[n:11]1.[Cl:55][CH2:56][Cl:57].[OH:48][C:49]([C:50]([F:51])([F:52])[F:53])=[O:54]>>[CH3:1][CH:2]([CH3:3])[O:4][C:5](=[O:6])[c:7]1[n:8][o:9][c:10]([CH:12]([CH2:13][c:14]2[cH:15][c:16]3[cH:17][cH:18][cH:19][cH:20][c:21]3[cH:22][cH:23]2)[N:24]([CH3:25])[C:26]([CH:27]([CH2:28][c:29]2[cH:30][c:31]3[cH:32][cH:33][cH:34][cH:35][c:36]3[cH:37][cH:38]2)[NH2:39])=[O:47])[n:11]1. The reactants are NC1=NC=C(C=C1)C (2-amino-5-methylpyridine), CC(CC(C)(C)C)(C)[N+]#[C-] (1,1,3,3-tetramethylbutyl isocyanide), C(C)=O (acetaldehyde). The solvent is Cl(=O)(=O)(=O)O (perchloric acid). Yields the product CC=1N=C2N(C=C(C=C2)C)C1NC(CC(C)(C)C)(C)C ((2,6-dimethylimidazo[1,2-a]pyridin-3-yl)-(1,1,3,3-tetramethylbutyl)-amine). As a reaction SMILES: [NH2:1][C:2]1[CH:7]=[CH:6][C:5]([CH3:8])=[CH:4][N:3]=1.[CH3:9][C:10]([N+:17]#[C-:18])([CH3:16])[CH2:11][C:12]([CH3:15])([CH3:14])[CH3:13].[CH:19](=O)[CH3:20]>Cl(O)(=O)(=O)=O>[CH3:19][C:20]1[N:1]=[C:2]2[CH:7]=[CH:6][C:5]([CH3:8])=[CH:4][N:3]2[C:18]=1[NH:17][C:10]([CH3:16])([CH3:9])[CH2:11][C:12]([CH3:15])([CH3:14])[CH3:13]. Reported procedure: Compound (17) was prepared according to the general synthesis instructions from 1.0 ml of 2-amino-5-methylpyridine solution (0.1 M, DCM), 0.575 ml of 1,1,3,3-tetramethylbutyl isocyanide solution (0.2 M, DCM), 0.500 ml of acetaldehyde solution (0.3 M, DCM), and 10 μl of perchloric acid (w=20%).